Dataset: the Open Reaction Database (ORD), a public repository of structured organic reaction records. Task: describe an organic reaction: reactants, conditions, products, and yield The reactants are [Li]CCCC, CCCCCC, [Cl-], COCCCCc1cc(I)nc(I)c1OC, [NH4+], C1CCOC1, O. The product is COCCCCc1cc(I)ncc1OC. As a reaction SMILES: [CH2:17]([Li:18])[CH2:19][CH2:20][CH3:21].[CH3:25][CH2:26][CH2:27][CH2:28][CH2:29][CH3:30].[Cl-:23].[I:1][c:2]1[n:3][c:4]([I:16])[cH:5][c:6]([CH2:10][CH2:11][CH2:12][CH2:13][O:14][CH3:15])[c:7]1[O:8][CH3:9].[NH4+:24].[O:31]1[CH2:32][CH2:33][CH2:34][CH2:35]1.[OH2:22]>>[cH:2]1[n:3][c:4]([I:16])[cH:5][c:6]([CH2:10][CH2:11][CH2:12][CH2:13][O:14][CH3:15])[c:7]1[O:8][CH3:9]. Product: Cn1ccc(=O)c(OCc2ccccc2)c1C(O)C(F)(F)F. RXN SMILES: [Br:18][CH2:19][c:20]1[cH:21][cH:22][cH:23][cH:24][cH:25]1.[CH3:27][OH:28].[Na+:2].[OH-:1].[OH2:26].[OH:3][c:4]1[c:5]([CH:12]([C:13]([F:14])([F:15])[F:16])[OH:17])[n:6]([CH3:11])[cH:7][cH:8][c:9]1=[O:10]>>[O:3]([c:4]1[c:5]([CH:12]([C:13]([F:14])([F:15])[F:16])[OH:17])[n:6]([CH3:11])[cH:7][cH:8][c:9]1=[O:10])[CH2:19][c:20]1[cH:21][cH:22][cH:23][cH:24][cH:25]1. Starting materials: BrCc1ccccc1, CO, [Na+], [OH-], O, Cn1ccc(=O)c(O)c1C(O)C(F)(F)F. Starting materials: ClC=1C=C(CN)C=CC1Cl (3,4-dichlorobenzylamine), ClC=1C2=C(N=C(N1)C1=NC=CN=C1)SC(=C2)C(F)(F)F (4-chloro-2-(pyrazin-2-yl)-6-trifluoromethyl-thieno-[2,3-d]-pyrimidine). Product: N1=C(C=NC=C1)C=1N=C(C2=C(N1)SC(=C2)C(F)(F)F)NCC2=CC(=C(C=C2)Cl)Cl (2-(pyrazin-2-yl)-4-(3,4-dichlorobenzylamino)-6-trifluoromethyl-thieno-[2,3-d]-pyrimidine). Reaction SMILES: [Cl:1][C:2]1[CH:3]=[C:4]([CH:7]=[CH:8][C:9]=1[Cl:10])[CH2:5][NH2:6].Cl[C:12]1[C:13]2[CH:26]=[C:25]([C:27]([F:30])([F:29])[F:28])[S:24][C:14]=2[N:15]=[C:16]([C:18]2[CH:23]=[N:22][CH:21]=[CH:20][N:19]=2)[N:17]=1>>[N:19]1[CH:20]=[CH:21][N:22]=[CH:23][C:18]=1[C:16]1[N:17]=[C:12]([NH:6][CH2:5][C:4]2[CH:7]=[CH:8][C:9]([Cl:10])=[C:2]([Cl:1])[CH:3]=2)[C:13]2[CH:26]=[C:25]([C:27]([F:29])([F:30])[F:28])[S:24][C:14]=2[N:15]=1. Reported procedure: With the procedure of Example 1, the reaction of 3,4-dichlorobenzylamine with 4-chloro-2-(pyrazin-2-yl)-6-trifluoromethyl-thieno-[2,3-d]-pyrimidine yields 2-(pyrazin-2-yl)-4-(3,4-dichlorobenzylamino)-6-trifluoromethyl-thieno-[2,3-d]-pyrimidine. Reactants: BrC=1C(=CC(=C(C(=O)OC)C1)F)OC1=C(C=C(C=C1)Cl)OC (methyl 5-bromo-4-(4-chloro-2-methoxyphenoxy)-2-fluorobenzoate), O.COC1=NC=CC=C1B(O)O ((2-methoxypyridin-3-yl)boronic acid mono hydrate). The solvent is O (water). Run at temperature 50 celsius. Yields the product ClC1=CC(=C(OC2=CC(=C(C(=O)OC)C=C2C=2C(=NC=CC2)OC)F)C=C1)OC (Methyl 4-(4-chloro-2-methoxyphenoxy)-2-fluoro-5-(2-methoxypyridin-3-yl)benzoate). Yield: 27.0%. RXN SMILES: Br[C:2]1[C:3]([O:13][C:14]2[CH:19]=[CH:18][C:17]([Cl:20])=[CH:16][C:15]=2[O:21][CH3:22])=[CH:4][C:5]([F:12])=[C:6]([CH:11]=1)[C:7]([O:9][CH3:10])=[O:8].O.[CH3:24][O:25][C:26]1[C:31](B(O)O)=[CH:30][CH:29]=[CH:28][N:27]=1>O>[Cl:20][C:17]1[CH:18]=[CH:19][C:14]([O:13][C:3]2[C:2]([C:31]3[C:26]([O:25][CH3:24])=[N:27][CH:28]=[CH:29][CH:30]=3)=[CH:11][C:6]([C:7]([O:9][CH3:10])=[O:8])=[C:5]([F:12])[CH:4]=2)=[C:15]([O:21][CH3:22])[CH:16]=1 |f:1.2|. Procedure: Prepared according to Preparation 2 using methyl 5-bromo-4-(4-chloro-2-methoxyphenoxy)-2-fluorobenzoate (Preparation 17, 0.165 g, 0.423 mmol) and (2-methoxypyridin-3-yl)boronic acid mono hydrate (0.109 g, 0.637 mmol) with an extra addition of water (0.5 mL) and heating for 18 hours at 50° C. The crude product was purified by silica gel chromatography eluting with 0 to 10% EtOAc in DCM to afford the title compound as a clear gum (47.7 mg). Starting materials: C(C)(C)(C)OC(=O)N1CCN(CC1)C1=CC=C(C=C1)NC(=O)C=1C(=CC(=CC1)C)C1=CC=C(C=C1)C(C)C (4-{4-[(4′-isopropyl-5-methyl-biphenyl-2-carbonyl)-amino]-phenyl}-piperazine-1-carboxylic acid tert-butyl ester), FC(C(=O)O)(F)F (trifluoroacetic acid). Solvent: C(Cl)Cl (CH2Cl2). Conditions: time 16 hour. The product is N1(CCNCC1)C1=CC=C(C=C1)NC(=O)C=1C(=CC(=CC1)C)C1=CC=C(C=C1)C(C)C (4′-Isopropyl-5-methyl-biphenyl-2-carboxylic Acid (4-piperazin-1-yl-phenyl)-amide). Yield: 93.2%. RXN SMILES: C(OC([N:8]1[CH2:13][CH2:12][N:11]([C:14]2[CH:19]=[CH:18][C:17]([NH:20][C:21]([C:23]3[C:24]([C:30]4[CH:35]=[CH:34][C:33]([CH:36]([CH3:38])[CH3:37])=[CH:32][CH:31]=4)=[CH:25][C:26]([CH3:29])=[CH:27][CH:28]=3)=[O:22])=[CH:16][CH:15]=2)[CH2:10][CH2:9]1)=O)(C)(C)C.FC(F)(F)C(O)=O>C(Cl)Cl>[N:11]1([C:14]2[CH:15]=[CH:16][C:17]([NH:20][C:21]([C:23]3[C:24]([C:30]4[CH:31]=[CH:32][C:33]([CH:36]([CH3:38])[CH3:37])=[CH:34][CH:35]=4)=[CH:25][C:26]([CH3:29])=[CH:27][CH:28]=3)=[O:22])=[CH:18][CH:19]=2)[CH2:10][CH2:9][NH:8][CH2:13][CH2:12]1. Procedure details: To a solution of 4-{4-[(4′-isopropyl-5-methyl-biphenyl-2-carbonyl)-amino]-phenyl}-piperazine-1-carboxylic acid tert-butyl ester (4 g) in CH2Cl2 (20 mL) was added trifluoroacetic acid (15 mL) and the solution was stirred at room temperature for 16 hours. The mixture was then evaporated under reduced pressure and the residue was taken in water and basified with a 1N NaOH aqueous solution. The resulting precipitate was extracted with CH2Cl2 and the organic phase was washed with water, dried over Na... Starting materials: BrBr (bromine), CS(=O)(=O)NC1=CC=C2CCCC(C2=C1)=O (7-methanesulfonamidotetralone), BrBr (bromine). The solvent is C(Cl)Cl (methylene chloride), C(Cl)Cl (methylene chloride). Yields the product BrC1C(C2=CC(=CC=C2CC1)NS(=O)(=O)C)=O (2-bromo-7-methanesulfonamido-1-tetralone). Yield: 107.4%. Reaction SMILES: [CH3:1][S:2]([NH:5][C:6]1[CH:15]=[C:14]2[C:9]([CH2:10][CH2:11][CH2:12][C:13]2=[O:16])=[CH:8][CH:7]=1)(=[O:4])=[O:3].[Br:17]Br>C(Cl)Cl>[Br:17][CH:12]1[CH2:11][CH2:10][C:9]2[C:14](=[CH:15][C:6]([NH:5][S:2]([CH3:1])(=[O:4])=[O:3])=[CH:7][CH:8]=2)[C:13]1=[O:16]. Reported procedure: To a solution of 1.4 g (0.00585 mol) of 7-methanesulfonamidotetralone in 20 mL of methylene chloride was added dropwise a solution of 0.94 g (0.0059 mol) of bromine in 5 mL of methylene chloride. The process of the reaction was followed by thin layer chromatography (fl. silica gel/CH2Cl2). A few additional drops of the bromine solution were added to completely consume the starting material. The solution was evaporated to dryness to give 2.0 g of 2-bromo-7-methanesulfonamido-1-tetralone, mp 87°-9... Reactants: C1N2CN3CN1CN(C2)C3, COc1ccc2c(c1)CCc1nnnn1-2, O=C(O)C(F)(F)F. The product is COc1cc2c(cc1C=O)-n1nnnc1CC2. Reaction SMILES: [CH2:16]1[N:17]2[CH2:18][N:19]3[CH2:20][N:21]([CH2:22]2)[CH2:23][N:24]1[CH2:25]3.[CH3:1][O:2][c:3]1[cH:4][c:5]2[c:10]([cH:11][cH:12]1)-[n:9]1[c:8]([n:15][n:14][n:13]1)[CH2:7][CH2:6]2.[F:26][C:27]([C:28](=[O:29])[OH:32])([F:30])[F:31]>>[CH3:1][O:2][c:3]1[cH:4][c:5]2[c:10]([cH:11][c:12]1[CH:28]=[O:29])-[n:9]1[c:8]([n:15][n:14][n:13]1)[CH2:7][CH2:6]2.